This data is from the Open Reaction Database (ORD), a public repository of structured organic reaction records. The task is: describe an organic reaction: reactants, conditions, products, and yield The reactants are NC=1C(=NC(=C(C1C=C)C(F)(F)F)OC)C1=NN=C(O1)[C@](C(F)(F)F)(C)O ((S)-2-(5-(3-Amino-6-methoxy-5-(trifluoromethyl)-4-vinylpyridin-2-yl)-1,3,4-oxadiazol-2-yl)-1,1,1-trifluoropropan-2-ol), CC1(OB(OC1(C)C)C1=CC=CC=C1)C (4,4,5,5-tetramethyl-2-phenyl-1,3,2-dioxaborolane). The product is NC=1C(=NC(=C(C1C1=CC=CC=C1)C(F)(F)F)OC)C1=NN=C(O1)[C@](C(F)(F)F)(C)O ((S)-2-[5-(3-Amino-6-methoxy-4-phenyl-5-trifluoromethyl-pyridin-2-yl)-[1,3,4]oxadiazol-2-yl]-1,1,1-trifluoro-propan-2-ol). Reaction SMILES: [NH2:1][C:2]1[C:3]([C:16]2[O:20][C:19]([C@@:21]([OH:27])([CH3:26])[C:22]([F:25])([F:24])[F:23])=[N:18][N:17]=2)=[N:4][C:5]([O:14][CH3:15])=[C:6]([C:10]([F:13])([F:12])[F:11])[C:7]=1[CH:8]=[CH2:9].[CH3:28][C:29]1(C)[C:33](C)([CH3:34])OB(C2C=CC=CC=2)O1>>[NH2:1][C:2]1[C:3]([C:16]2[O:20][C:19]([C@@:21]([OH:27])([CH3:26])[C:22]([F:25])([F:24])[F:23])=[N:18][N:17]=2)=[N:4][C:5]([O:14][CH3:15])=[C:6]([C:10]([F:12])([F:13])[F:11])[C:7]=1[C:8]1[CH:34]=[CH:33][CH:29]=[CH:28][CH:9]=1. Procedure: The title compound was prepared analogously to (S)-2-(5-(3-Amino-6-methoxy-5-(trifluoromethyl)-4-vinylpyridin-2-yl)-1,3,4-oxadiazol-2-yl)-1,1,1-trifluoropropan-2-ol (Example 14.0 step 1) by replacing 4,4,5,5-tetramethyl-2-vinyl-1,3,2-dioxaborolane with 4,4,5,5-tetramethyl-2-phenyl-1,3,2-dioxaborolane; Starting materials: COC1=C(C(=CC=C1)OC)C1CCC(N1)=O (5-(2,6-dimethoxyphenyl)pyrrolidin-2-one), BrCC1=CC=C(C=C1)F (1-(bromomethyl)-4-fluorobenzene). Product: COC1=C(C(=CC=C1)OC)C1CCC(N1CC1=CC=C(C=C1)F)=O (5-(2,6-dimethoxyphenyl)-1-(4-fluorobenzyl)pyrrolidin-2-one). Reaction SMILES: [CH3:1][O:2][C:3]1[CH:8]=[CH:7][CH:6]=[C:5]([O:9][CH3:10])[C:4]=1[CH:11]1[NH:15][C:14](=[O:16])[CH2:13][CH2:12]1.Br[CH2:18][C:19]1[CH:24]=[CH:23][C:22]([F:25])=[CH:21][CH:20]=1>>[CH3:1][O:2][C:3]1[CH:8]=[CH:7][CH:6]=[C:5]([O:9][CH3:10])[C:4]=1[CH:11]1[N:15]([CH2:18][C:19]2[CH:24]=[CH:23][C:22]([F:25])=[CH:21][CH:20]=2)[C:14](=[O:16])[CH2:13][CH2:12]1. Procedure: Prepared according to the described general procedure 4 (GP4) by reaction of 5-(2,6-dimethoxyphenyl)pyrrolidin-2-one with commercially available 1-(bromomethyl)-4-fluorobenzene. Subsequent purification by preparative HPLC afforded the target compound. LC-MS (conditions E): tR=0.71 min.; [M+H]+: 330.24 g/mol. Starting materials: Cc1ccncc1Br, [C-]#N, [Cl-], N, [NH4+], CN(C)C=O. The product is Cc1ccncc1C#N. Reaction SMILES: [Br:1][c:2]1[cH:3][n:4][cH:5][cH:6][c:7]1[CH3:8].[C-:9]#[N:10].[Cl-:12].[NH3:11].[NH4+:13].[O:14]=[CH:15][N:16]([CH3:17])[CH3:18]>>[c:2]1([C:9]#[N:10])[cH:3][n:4][cH:5][cH:6][c:7]1[CH3:8].